This data is from the Open Reaction Database (ORD), a public repository of structured organic reaction records. The task is: describe an organic reaction: reactants, conditions, products, and yield Reactants: [N+](=O)(O)[O-] (Nitric acid), CS(=O)(=O)C1=C(C=CC=C1)OC(F)(F)F (1-Methylsulfonyl-2-trifluoromethoxybenzene), ice. Run in S(O)(O)(=O)=O (sulfuric acid). Run at temperature 40 celsius, time 8 hour. Yields the product CS(=O)(=O)C=1C=C(C=CC1OC(F)(F)F)[N+](=O)[O-] (3-methylsulfonyl-4-trifluoromethoxynitrobenzene). Reaction SMILES: [CH3:1][S:2]([C:5]1[CH:10]=[CH:9][CH:8]=[CH:7][C:6]=1[O:11][C:12]([F:15])([F:14])[F:13])(=[O:4])=[O:3].[N+:16]([O-])([OH:18])=[O:17]>S(=O)(=O)(O)O>[CH3:1][S:2]([C:5]1[CH:10]=[C:9]([N+:16]([O-:18])=[O:17])[CH:8]=[CH:7][C:6]=1[O:11][C:12]([F:13])([F:14])[F:15])(=[O:4])=[O:3]. Reported procedure: 1-Methylsulfonyl-2-trifluoromethoxybenzene (15.7 g, 65 mmol) was dissolved in concentrated sulfuric acid (27 mL) and the solution was heated to 40° C. Nitric acid (100%, 27 mL) was added dropwise over 45 min. The reaction mixture was allowed to stand overnight at 60° C., cooled, and then poured on crushed ice (300 mL). The precipitated product was isolated by filtration, washed with water (10×50 mL) and dried (magnesium sulphate), affording 17.5 g of 3-methylsulfonyl-4-trifluoromethoxynitrobenze... Reactants: C(C)(=O)O.NC=1C(=NC=CC1)N1N=C(NC1=O)C(C1=C(C(=CC(=C1)OC)OCCO)F)NC1=CC=C(C(=N)N)C=C1 (4-({[1-(3-Aminopyridin-2-yl)-5-oxo-4,5-dihydro-1H-[1,2,4]triazol-3-yl]-[2-fluoro-3-(2-hydroxyethoxy)-5-methoxyphenyl]methyl}amino)benzamidine acetate), COC(N=C(C(=NC1=CC=C(C=C1)C1=NOC(=N1)C)C1=C(C(=CC(=C1)OC)OCCO[Si](C)(C)C(C)(C)C)F)SC)=O ((2-{3-[2-(t-butyldimethylsilanyloxy)ethoxy]-2-fluoro-5-methoxyphenyl}-2-[4-(5-methyl-[1,2,4]oxadiazol-3-yl)phenylimino]-1-methylsulfanylethylidene)carbamic acid methyl ester), COC(N=C(C(=NC1=CC=C(C=C1)C1=NOC(=N1)C)C=1C(=C2CCCOC2=C(C1)OC)F)SC)=O ([2-(5-fluoro-8-methoxychroman-6-yl)-2-[4-(5-methyl-[1,2,4]oxadiazol-3-yl)phenylimino]-1-methylsulfanylethylidene]carbamic acid methyl ester), FC(C(=O)O)(F)F (trifluoroacetic acid). Run in C(C)(=O)O (acetic acid). Yields the product FC(C(=O)O)(F)F.NC=1C(=NC=CC1)N1N=C(NC1=O)C(C=1C(=C2CCCOC2=C(C1)OC)F)NC1=CC=C(C(=N)N)C=C1 (4-{[[1-(3-Aminopyridin-2-yl)-5-oxo-4,5-dihydro-1H-[1,2,4]triazol-3-yl]-(5-fluoro-8-methoxychroman-6-yl)methyl]amino}benzamidine trifluoroacetate). As a reaction SMILES: C(O)(=O)C.[NH2:5][C:6]1[C:7]([N:12]2[C:16](=[O:17])[NH:15][C:14]([CH:18]([NH:32][C:33]3[CH:41]=[CH:40][C:36]([C:37]([NH2:39])=[NH:38])=[CH:35][CH:34]=3)[C:19]3[CH:24]=[C:23]([O:25][CH3:26])[CH:22]=[C:21](OCCO)[C:20]=3[F:31])=[N:13]2)=[N:8][CH:9]=[CH:10][CH:11]=1.COC(=O)N=C(SC)C(C1C(F)=C2C(=C(OC)C=1)[O:67][CH2:66][CH2:65][CH2:64]2)=NC1C=CC(C2N=C(C)ON=2)=CC=1.[F:77][C:78]([F:83])([F:82])[C:79]([OH:81])=[O:80].COC(=O)N=C(SC)C(C1C=C(OC)C=C(OCCO[Si](C(C)(C)C)(C)C)C=1F)=NC1C=CC(C2N=C(C)ON=2)=CC=1>C(O)(=O)C>[F:77][C:78]([F:83])([F:82])[C:79]([OH:81])=[O:80].[NH2:5][C:6]1[C:7]([N:12]2[C:16](=[O:17])[NH:15][C:14]([CH:18]([NH:32][C:33]3[CH:41]=[CH:40][C:36]([C:37]([NH2:39])=[NH:38])=[CH:35][CH:34]=3)[C:19]3[C:20]([F:31])=[C:21]4[C:22](=[C:23]([O:25][CH3:26])[CH:24]=3)[O:67][CH2:66][CH2:65][CH2:64]4)=[N:13]2)=[N:8][CH:9]=[CH:10][CH:11]=1 |f:0.1,6.7|. Procedure details: The same procedure was carried out as in Examples (200b) to (200c), except that [2-(5-fluoro-8-methoxychroman-6-yl)-2-[4-(5-methyl-[1,2,4]oxadiazol-3-yl)phenylimino]-1-methylsulfanylethylidene]carbamic acid methyl ester (Example (33d)) and 0.1% trifluoroacetic acid were used instead of respectively the (2-{3-[2-(t-butyldimethylsilanyloxy)ethoxy]-2-fluoro-5-methoxyphenyl}-2-[4-(5-methyl-[1,2,4]oxadiazol-3-yl)phenylimino]-1-methylsulfanylethylidene)carbamic acid methyl ester in Example (200b) and ...